Dataset: the Open Reaction Database (ORD), a public repository of structured organic reaction records. Task: describe an organic reaction: reactants, conditions, products, and yield Reactants: C1CCOC1, CCOC(C)=O, [Na+], [OH-], O=[N+]([O-])O, CCC(CC1COC(N)=N1)c1ccccc1. Product: CCC(CC1COC(N)=N1)c1ccc([N+](=O)[O-])cc1. Reaction SMILES: [CH2:29]1[O:30][CH2:31][CH2:32][CH2:33]1.[CH3:23][CH2:24][O:25][C:26](=[O:27])[CH3:28].[Na+:22].[OH-:21].[OH:1][N+:2]([O-:3])=[O:4].[c:5]1([CH:11]([CH2:12][CH:13]2[N:14]=[C:15]([NH2:18])[O:16][CH2:17]2)[CH2:19][CH3:20])[cH:6][cH:7][cH:8][cH:9][cH:10]1>>[O-:1][N+:2](=[O:4])[c:8]1[cH:7][cH:6][c:5]([CH:11]([CH2:12][CH:13]2[N:14]=[C:15]([NH2:18])[O:16][CH2:17]2)[CH2:19][CH3:20])[cH:10][cH:9]1. The reactants are CCN=C=NCCCN(C)C, ClCCl, CN1CCOCC1, CCOC(C)=O, Cl, Cc1cc(C(=O)O)ncc1C(c1cc(F)ccc1F)S(=O)(=O)c1ccc(F)cc1, OC1CCNCC1, On1nnc2ccccc21. The product is Cc1cc(C(=O)N2CCC(O)CC2)ncc1C(c1cc(F)ccc1F)S(=O)(=O)c1ccc(F)cc1. RXN SMILES: [CH2:48]([N:49]=[C:50]=[N:51][CH2:52][CH2:53][CH2:54][N:55]([CH3:56])[CH3:57])[CH3:58].[CH2:66]([Cl:67])[Cl:68].[CH3:59][N:60]1[CH2:61][CH2:62][O:63][CH2:64][CH2:65]1.[CH3:69][CH2:70][O:71][C:72](=[O:73])[CH3:74].[ClH:47].[F:1][c:2]1[c:3]([CH:9]([c:10]2[c:11]([CH3:19])[cH:12][c:13]([C:16](=[O:17])[OH:18])[n:14][cH:15]2)[S:20](=[O:21])(=[O:22])[c:23]2[cH:24][cH:25][c:26]([F:29])[cH:27][cH:28]2)[cH:4][c:5]([F:8])[cH:6][cH:7]1.[OH:30][CH:31]1[CH2:32][CH2:33][NH:34][CH2:35][CH2:36]1.[OH:37][n:38]1[c:39]2[cH:40][cH:41][cH:42][cH:43][c:44]2[n:45][n:46]1>>[F:1][c:2]1[c:3]([CH:9]([c:10]2[c:11]([CH3:19])[cH:12][c:13]([C:16](=[O:18])[N:34]3[CH2:33][CH2:32][CH:31]([OH:30])[CH2:36][CH2:35]3)[n:14][cH:15]2)[S:20](=[O:21])(=[O:22])[c:23]2[cH:24][cH:25][c:26]([F:29])[cH:27][cH:28]2)[cH:4][c:5]([F:8])[cH:6][cH:7]1. The reactants are CCOC(=O)c1cn2c3c(cc(Br)cc3c1=O)CCC2, C#CCNC(=O)OC(C)(C)C, CC(=O)[O-], CC(=O)[O-], [Li]CCCC, CCNCC, I[Cu]I, C1CCOC1, [Pd+2], c1ccc(P(c2ccccc2)c2ccccc2)cc1. Product: CCOC(=O)c1cn2c3c(cc(C#CCNC(=O)OC(C)(C)C)cc3c1=O)CCC2. RXN SMILES: [Br:25][c:26]1[cH:27][c:28]2[c:29](=[O:44])[c:30]([C:39](=[O:40])[O:41][CH2:42][CH3:43])[cH:31][n:32]3[c:33]2[c:34]([cH:35]1)[CH2:36][CH2:37][CH2:38]3.[C:45]([CH3:46])([CH3:47])([CH3:48])[O:49][C:50](=[O:51])[NH:52][CH2:53][C:54]#[CH:55].[C:66]([O-:67])(=[O:68])[CH3:69].[C:71]([O-:72])(=[O:73])[CH3:74].[CH2:20]([Li:21])[CH2:22][CH2:23][CH3:24].[CH2:61]([NH:62][CH2:63][CH3:64])[CH3:65].[Cu:75]([I:76])[I:77].[O:56]1[CH2:57][CH2:58][CH2:59][CH2:60]1.[Pd+2:70].[c:1]1([P:2]([c:3]2[cH:4][cH:5][cH:6][cH:7][cH:8]2)[c:9]2[cH:10][cH:11][cH:12][cH:13][cH:14]2)[cH:15][cH:16][cH:17][cH:18][cH:19]1>>[c:26]1([C:55]#[C:54][CH2:53][NH:52][C:50]([O:49][C:45]([CH3:46])([CH3:47])[CH3:48])=[O:51])[cH:27][c:28]2[c:29](=[O:44])[c:30]([C:39](=[O:40])[O:41][CH2:42][CH3:43])[cH:31][n:32]3[c:33]2[c:34]([cH:35]1)[CH2:36][CH2:37][CH2:38]3. Reaction SMILES: [CH2:2]1[O:3][CH2:4][CH2:5][O:6][CH2:7]1.[CH3:46][OH:47].[CH3:8][O:9][c:10]1[cH:11][cH:12][c:13](-[c:16]2[cH:17][cH:18][c:19]([NH:22][C:23](=[O:24])[N:25]3[CH:26]([CH2:38][O:39][c:40]4[cH:41][n:42][cH:43][cH:44][cH:45]4)[CH2:27][N:28]([C:31]([O:32][C:33]([CH3:34])([CH3:35])[CH3:36])=[O:37])[CH2:29][CH2:30]3)[cH:20][cH:21]2)[cH:14][cH:15]1.[ClH:1]>>[CH3:8][O:9][c:10]1[cH:11][cH:12][c:13](-[c:16]2[cH:17][cH:18][c:19]([NH:22][C:23](=[O:24])[N:25]3[CH:26]([CH2:38][O:39][c:40]4[cH:41][n:42][cH:43][cH:44][cH:45]4)[CH2:27][NH:28][CH2:29][CH2:30]3)[cH:20][cH:21]2)[cH:14][cH:15]1. Yields the product COc1ccc(-c2ccc(NC(=O)N3CCNCC3COc3cccnc3)cc2)cc1. Starting materials: C1COCCO1, CO, COc1ccc(-c2ccc(NC(=O)N3CCN(C(=O)OC(C)(C)C)CC3COc3cccnc3)cc2)cc1, Cl. Reactants: CCCCP(CCCC)CCCC, ClCCl, COc1cc2c(Nc3ccc(Cl)cc3F)ncnc2cc1O, O=C(N=NC(=O)N1CCCCC1)N1CCCCC1, CCOC(=O)c1cc(CO)ccn1. Product: CCOC(=O)c1cc(COc2cc3ncnc(Nc4ccc(Cl)cc4F)c3cc2OC)ccn1. As a reaction SMILES: [CH2:54]([P:55]([CH2:56][CH2:57][CH2:58][CH3:59])[CH2:60][CH2:61][CH2:62][CH3:63])[CH2:64][CH2:65][CH3:66].[CH2:67]([Cl:68])[Cl:69].[Cl:19][c:20]1[cH:21][c:22]([F:40])[c:23]([NH:24][c:25]2[n:26][cH:27][n:28][c:29]3[cH:30][c:31]([OH:37])[c:32]([O:35][CH3:36])[cH:33][c:34]23)[cH:38][cH:39]1.[N:1]([C:2]([N:3]1[CH2:4][CH2:5][CH2:6][CH2:7][CH2:8]1)=[O:9])=[N:10][C:11]([N:12]1[CH2:13][CH2:14][CH2:15][CH2:16][CH2:17]1)=[O:18].[OH:41][CH2:42][c:43]1[cH:44][c:45]([C:49](=[O:50])[O:51][CH2:52][CH3:53])[n:46][cH:47][cH:48]1>>[Cl:19][c:20]1[cH:21][c:22]([F:40])[c:23]([NH:24][c:25]2[n:26][cH:27][n:28][c:29]3[cH:30][c:31]([O:37][CH2:42][c:43]4[cH:44][c:45]([C:49](=[O:50])[O:51][CH2:52][CH3:53])[n:46][cH:47][cH:48]4)[c:32]([O:35][CH3:36])[cH:33][c:34]23)[cH:38][cH:39]1.